This data is from the Open Reaction Database (ORD), a public repository of structured organic reaction records. The task is: describe an organic reaction: reactants, conditions, products, and yield Starting materials: ClC1=NC(=C2N=C(N(C2=N1)C)CN1CCC(CC1)C(C)(C)OC)N1CCOCC1 (4-(2-chloro-8-((4-(2-methoxypropan-2-yl)piperidin-1-yl)methyl)-9-methyl-9H-purin-6-yl)morpholine), C=1(C(=CC=CC1)N)N (benzene-1,2-diamine), bist(tri-t-butylphosphine)palladium, CC(C)([O-])C.[Na+] (sodium t-butoxide). The reagents and catalysts are C(C)(=O)[O-].[Pd+2].C(C)(=O)[O-] (palladium acetate). Run in C1(=CC=CC=C1)C (toluene). Run at temperature 95 celsius, time 18 hour. Yields the product COC(C)(C)C1CCN(CC1)CC=1N(C2=NC(=NC(=C2N1)N1CCOCC1)NC=1C(=CC=CC1)N)C (N1-(8-((4-(2-methoxypropan-2-yl)piperidin-1-yl)methyl)-9-methyl-6-morpholino-9H-purin-2-yl)benzene-1,2-diamine). Yield: 82.0%. RXN SMILES: Cl[C:2]1[N:10]=[C:9]2[C:5]([N:6]=[C:7]([CH2:12][N:13]3[CH2:18][CH2:17][CH:16]([C:19]([O:22][CH3:23])([CH3:21])[CH3:20])[CH2:15][CH2:14]3)[N:8]2[CH3:11])=[C:4]([N:24]2[CH2:29][CH2:28][O:27][CH2:26][CH2:25]2)[N:3]=1.[C:30]1([NH2:37])[C:31]([NH2:36])=[CH:32][CH:33]=[CH:34][CH:35]=1.CC(C)([O-])C.[Na+]>C1(C)C=CC=CC=1.C([O-])(=O)C.[Pd+2].C([O-])(=O)C>[CH3:23][O:22][C:19]([CH:16]1[CH2:17][CH2:18][N:13]([CH2:12][C:7]2[N:8]([CH3:11])[C:9]3[C:5]([N:6]=2)=[C:4]([N:24]2[CH2:25][CH2:26][O:27][CH2:28][CH2:29]2)[N:3]=[C:2]([NH:36][C:31]2[C:30]([NH2:37])=[CH:35][CH:34]=[CH:33][CH:32]=2)[N:10]=3)[CH2:14][CH2:15]1)([CH3:21])[CH3:20] |f:2.3,5.6.7|. Procedure: A mixture of 4-(2-chloro-8-((4-(2-methoxypropan-2-yl)piperidin-1-yl)methyl)-9-methyl-9H-purin-6-yl)morpholine (1.21 g, 2.96 mmol), benzene-1,2-diamine (520 mg, 4.8 mmol), palladium acetate (66 mg, 0.29 mmol), bist(tri-t-butylphosphine)palladium (150 mg, 0.29 mmol) and sodium t-butoxide (620 mg, 6.4 mmol) in toluene (30 mL) was stirred at 95° C. for 18 hours. The reaction mixture was then filtered through paper and then concentrated. The crude product was then purified by flash chromatography usi... The reactants are [OH-].[Na+] (sodium hydroxide), BrC1=C(C=C(C(=O)OC)C=C1)C (methyl 4-bromo-3-methylbenzoate), CC1=NOC(=C1B1OC(C(O1)(C)C)(C)C)C (3,5-dimethyl-4-(4,4,5,5-tetramethyl-1,3,2-dioxaborolane-2-yl)isoxazole), C([O-])([O-])=O.[K+].[K+] (potassium carbonate). The reagents and catalysts are C=1C=CC(=CC1)[P](C=2C=CC=CC2)(C=3C=CC=CC3)[Pd]([P](C=4C=CC=CC4)(C=5C=CC=CC5)C=6C=CC=CC6)([P](C=7C=CC=CC7)(C=8C=CC=CC8)C=9C=CC=CC9)[P](C=1C=CC=CC1)(C=1C=CC=CC1)C=1C=CC=CC1 (Pd(PPh3)4). Solvent: C1(=CC=CC=C1)C (toluene), O (water). Reaction conditions: time 1 hour. Product: CC1=NOC(=C1C1=C(C=C(C(=O)O)C=C1)C)C (4-(3,5-dimethylisoxazol-4-yl)-3-methylbenzoic acid). Reaction SMILES: Br[C:2]1[CH:11]=[CH:10][C:5]([C:6]([O:8]C)=[O:7])=[CH:4][C:3]=1[CH3:12].[CH3:13][C:14]1[C:18](B2OC(C)(C)C(C)(C)O2)=[C:17]([CH3:28])[O:16][N:15]=1.C(=O)([O-])[O-].[K+].[K+].[OH-].[Na+]>C1(C)C=CC=CC=1.O.C1C=CC([P]([Pd]([P](C2C=CC=CC=2)(C2C=CC=CC=2)C2C=CC=CC=2)([P](C2C=CC=CC=2)(C2C=CC=CC=2)C2C=CC=CC=2)[P](C2C=CC=CC=2)(C2C=CC=CC=2)C2C=CC=CC=2)(C2C=CC=CC=2)C2C=CC=CC=2)=CC=1>[CH3:13][C:14]1[C:18]([C:2]2[CH:11]=[CH:10][C:5]([C:6]([OH:8])=[O:7])=[CH:4][C:3]=2[CH3:12])=[C:17]([CH3:28])[O:16][N:15]=1 |f:2.3.4,5.6,^1:48,50,69,88|. Procedure details: A suspension of methyl 4-bromo-3-methylbenzoate (4 g; 17.5 mmol; 1 eq.), 3,5-dimethyl-4-(4,4,5,5-tetramethyl-1,3,2-dioxaborolane-2-yl)isoxazole (Fluorochem 11035; 4.28 g; 19.2 mmol; 1.1 eq.), potassium carbonate (12.1 g; 87.3 mmol; 5 eq.) and Pd(PPh3)4 (2.02 g; 1.75 mmol; 0.1 eq.) in toluene (20 mL) and water (20 mL) was refluxed for 4 hours. The reaction mixture was cooled down to room temperature and filtered through a pad of CELITE which was further washed with toluene (200 mL). The filtrate ... The reactants are COC1=CC(=CC2=C1C(CC1(CCCCC1)O2)=O)OCC(=O)OCC (ethyl {(5-methoxy-3,4-dihydro-4-oxospiro[2H-1-benzopyran-2,1'-cyclohexan]-7-yl)oxy}acetate), C(C)(S)S (ethanedithiol), C1=CC=CC=C1 (benzene). The reagents and catalysts are C1(=CC=C(C=C1)S(=O)(=O)O)C (p-toluenesulfonic acid). Yields the product COC1=CC(=CC2=C1C1(SCCS1)CC1(CCCCC1)O2)OCC(=O)OCC (ethyl {(5-methoxy-3,4-dihydrodispiro[2H-1-benzopyran-2,1'-cyclohexan-4,2"-[1,3]dithiolan]-7-yl)oxy}acetate). Yield: 82.1%. Reaction SMILES: [CH3:1][O:2][C:3]1C2C(=O)[CH2:10][C:11]3([O:17][C:7]=2[CH:6]=[C:5]([O:19][CH2:20][C:21]([O:23][CH2:24][CH3:25])=[O:22])[CH:4]=1)[CH2:16][CH2:15][CH2:14][CH2:13][CH2:12]3.[CH:26]([SH:29])([SH:28])[CH3:27].[CH:30]1C=CC=C[CH:31]=1>C1(C)C=CC(S(O)(=O)=O)=CC=1>[CH3:1][O:2][C:3]1[C:27]2[C:26]3([CH2:10][C:11]4([O:17][C:7]=2[CH:6]=[C:5]([O:19][CH2:20][C:21]([O:23][CH2:24][CH3:25])=[O:22])[CH:4]=1)[CH2:16][CH2:15][CH2:14][CH2:13][CH2:12]4)[S:29][CH2:31][CH2:30][S:28]3. Reported procedure: A mixture of ethyl {(5-methoxy-3,4-dihydro-4-oxospiro[2H-1-benzopyran-2,1'-cyclohexan]-7-yl)oxy}acetate (prepared in Preparation 49) (0.5 g, 1.44 mmol), ethanedithiol (0.149 g, 1.59 mmol), dry benzene (10 ml), and p-toluenesulfonic acid (0.013 g, 0.076 mmol) is heated to reflux for 12 hours under conditions for azeotropic dehydration. The solvent is removed under reduced pressure. The residue is applied to a silica gel column and eluted with a mixture of ethyl acetate and dichloromethane (1:9). ... Starting materials: C(C1=CC=CC=C1)OC1=CC=C(CCl)C=C1 (4-benzyloxybenzyl chloride), N1CCNCC1 (piperazine). Run in C1CCOC1 (THF). Yields the product C(C1=CC=CC=C1)OC1=CC=C(CN2CCNCC2)C=C1 (1-(4-(benzyloxy)benzyl)piperazine). Reaction SMILES: [CH2:1]([O:8][C:9]1[CH:16]=[CH:15][C:12]([CH2:13]Cl)=[CH:11][CH:10]=1)[C:2]1[CH:7]=[CH:6][CH:5]=[CH:4][CH:3]=1.[NH:17]1[CH2:22][CH2:21][NH:20][CH2:19][CH2:18]1>C1COCC1>[CH2:1]([O:8][C:9]1[CH:16]=[CH:15][C:12]([CH2:13][N:17]2[CH2:22][CH2:21][NH:20][CH2:19][CH2:18]2)=[CH:11][CH:10]=1)[C:2]1[CH:7]=[CH:6][CH:5]=[CH:4][CH:3]=1. Procedure details: Synthesized according to General Procedure A: 4-benzyloxybenzyl chloride (4{18}, 3.7 g, 15.9 mmol, 1 equiv.), piperazine (8.22 g, 95.4 mmol, 6 equiv.), THF (55 mL). Purification with flash column chromatography on silica gel (4:1 EtOAc:MeOH) afforded 5{18} (3.84 g, 86%) as a white solid. 1H-NMR (500 MHz, CDCl3): δ 7.43 (d, 2H, J=7.0 Hz), 7.38 (t, 2H, J=7.5 Hz), 7.32 (t, 1H, J=7.5 Hz), 7.23 (d, 2H, J=8.5 Hz), 6.93 (d, 2H, J=8.5 Hz), 5.04 (s, 2H), 3.43 (s, 2H), 2.87 (t, 4H, J=5.0 Hz), 2.39 (br s, ...